This data is from the Open Reaction Database (ORD), a public repository of structured organic reaction records. The task is: describe an organic reaction: reactants, conditions, products, and yield The reactants are BrC1=CC=C(C=C1)C1=C(C(=NO1)C)CC(CCC1=CC=CC=C1)(F)F (5-(4-bromo-phenyl)-4-(2,2-difluoro-4-phenyl-butyl)-3-methyl-isoxazole), C(C)OC(C(C)C1=CC=C(C=C1)B1OC(C(O1)(C)C)(C)C)=O (2-[4-(4,4,5,5-tetramethyl-[1,3,2]dioxaborolan-2-yl)-phenyl]-propionic acid ethyl ester). Yields the product C(C)OC(C(C)C1=CC=C(C=C1)C1=CC=C(C=C1)C1=C(C(=NO1)C)CC(CCC1=CC=CC=C1)(F)F)=O (2-{4′-[4-(2,2-Difluoro-4-phenyl-butyl)-3-methyl-isoxazol-5-yl]-biphenyl-4-yl}-propionic acid ethyl ester). As a reaction SMILES: Br[C:2]1[CH:7]=[CH:6][C:5]([C:8]2[O:12][N:11]=[C:10]([CH3:13])[C:9]=2[CH2:14][C:15]([F:25])([F:24])[CH2:16][CH2:17][C:18]2[CH:23]=[CH:22][CH:21]=[CH:20][CH:19]=2)=[CH:4][CH:3]=1.[CH2:26]([O:28][C:29](=[O:47])[CH:30]([C:32]1[CH:37]=[CH:36][C:35](B2OC(C)(C)C(C)(C)O2)=[CH:34][CH:33]=1)[CH3:31])[CH3:27]>>[CH2:26]([O:28][C:29](=[O:47])[CH:30]([C:32]1[CH:37]=[CH:36][C:35]([C:2]2[CH:7]=[CH:6][C:5]([C:8]3[O:12][N:11]=[C:10]([CH3:13])[C:9]=3[CH2:14][C:15]([F:25])([F:24])[CH2:16][CH2:17][C:18]3[CH:23]=[CH:22][CH:21]=[CH:20][CH:19]=3)=[CH:4][CH:3]=2)=[CH:34][CH:33]=1)[CH3:31])[CH3:27]. Procedure: Prepared according to the procedure described in Example 3, Step 5, using 5-(4-bromo-phenyl)-4-(2,2-difluoro-4-phenyl-butyl)-3-methyl-isoxazole and 2-[4-(4,4,5,5-tetramethyl-[1,3,2]dioxaborolan-2-yl)-phenyl]-propionic acid ethyl ester.